From a dataset of the Open Reaction Database (ORD), a public repository of structured organic reaction records. describe an organic reaction: reactants, conditions, products, and yield Starting materials: C([O-])([O-])=O.[K+].[K+] (potassium carbonate), FC(C(=O)N1C(CCC1)C1=CC2=C(N=C(N2)C2=NC=CC=C2)C=C1OC1=CC=C(C=C1)S(=O)(=O)C)(F)F (2,2,2-trifluoro-1-(2-(6-(4-methanesulfonyl-phenoxy)-2-pyridin-2-yl-3H-benzimidazol-5-yl)-pyrrolidin-1-yl)-ethanone). Solvent: CO (methanol), O (water). Conditions: time 8 hour. The product is CS(=O)(=O)C1=CC=C(OC2=CC3=C(NC(=N3)C3=NC=CC=C3)C=C2C2NCCC2)C=C1 (5-(4-methanesulfonyl-phenoxy)-2-pyridin-2-yl-6-pyrrolidin-2-yl-1H-benzimidazole). RXN SMILES: C(=O)([O-])[O-].[K+].[K+].FC(F)(F)C([N:11]1[CH2:15][CH2:14][CH2:13][CH:12]1[C:16]1[C:30]([O:31][C:32]2[CH:37]=[CH:36][C:35]([S:38]([CH3:41])(=[O:40])=[O:39])=[CH:34][CH:33]=2)=[CH:29][C:19]2[N:20]=[C:21]([C:23]3[CH:28]=[CH:27][CH:26]=[CH:25][N:24]=3)[NH:22][C:18]=2[CH:17]=1)=O>CO.O>[CH3:41][S:38]([C:35]1[CH:34]=[CH:33][C:32]([O:31][C:30]2[C:16]([CH:12]3[CH2:13][CH2:14][CH2:15][NH:11]3)=[CH:17][C:18]3[NH:22][C:21]([C:23]4[CH:28]=[CH:27][CH:26]=[CH:25][N:24]=4)=[N:20][C:19]=3[CH:29]=2)=[CH:37][CH:36]=1)(=[O:39])=[O:40] |f:0.1.2|. Reported procedure: 500 mg of potassium carbonate was added to a solution of 375 mg of 2,2,2-trifluoro-1-(2-(6-(4-methanesulfonyl-phenoxy)-2-pyridin-2-yl-3H-benzimidazol-5-yl)-pyrrolidin-1-yl)-ethanone in a mixture of 16 ml of methanol and 3 ml of water, and the reaction liquid was stirred overnight at room temperature. The reaction liquid was distilled under reduced pressure, diluted with aqueous saturated sodium bicarbonate added thereto, and then extracted with ethyl acetate. The organic layer was washed with sa... Reported procedure: Into a 50 milliliter glass reactor equipped with a thermometer connected to a temperature controller, a heating mantle, a condenser and a magnetic stirring bar, are charge 5 gms (0.0164 mole) of tri-o-tolylphosphine and 23 gms of toluene. The slurry is heated to 27° C. then 3.08 gms (0.0197 mole) of ethyl iodide is added. This reaction mass is heated to 70° C. and maintained for 17 hours, then heated to 100° C. and maintained for 9 hours, then cooled to 70° C. and maintained for 15 hours, then c... Solvent: C1(=CC=CC=C1)C (toluene). Conditions: temperature 27 celsius. The reactants are C1(=C(C=CC=C1)P(C1=C(C=CC=C1)C)C1=C(C=CC=C1)C)C (tri-o-tolylphosphine), C(C)I (ethyl iodide). The product is [I-].C(C)[P+](C1=C(C=CC=C1)C)(C1=C(C=CC=C1)C)C1=C(C=CC=C1)C (ethyltri(o-tolyl)phosphonium iodide). RXN SMILES: [C:1]1([CH3:22])[CH:6]=[CH:5][CH:4]=[CH:3][C:2]=1[P:7]([C:15]1[CH:20]=[CH:19][CH:18]=[CH:17][C:16]=1[CH3:21])[C:8]1[CH:13]=[CH:12][CH:11]=[CH:10][C:9]=1[CH3:14].[CH2:23]([I:25])[CH3:24]>C1(C)C=CC=CC=1>[I-:25].[CH2:23]([P+:7]([C:15]1[CH:20]=[CH:19][CH:18]=[CH:17][C:16]=1[CH3:21])([C:8]1[CH:13]=[CH:12][CH:11]=[CH:10][C:9]=1[CH3:14])[C:2]1[CH:3]=[CH:4][CH:5]=[CH:6][C:1]=1[CH3:22])[CH3:24] |f:3.4|. The yield is 21.2%. Reported procedure: To 1.6 g of ethyl 7-(4-acetyl-1-piperazinyl)-1,4-dihydro-1-ethyl-4-oxo-1,8-naphthyridine-3-carboxylate was added 15 ml of a 10% aqueous solution of sodium hydroxide. The mixture was heated at 95° C for 1.5 hours, and neutralized, under cooling, with acetic acid to give a precipitate which was collected and recrystallized from water to yield 1.0 g of the product as colorless needles, m.p. 272° - 273° C. Yields the product C(C)N1C=C(C(C2=CC=C(N=C12)N1CCNCC1)=O)C(=O)O (1,4-Dihydro-1-ethyl-4-oxo-7-(1-piperazinyl)-1,8-naphthyridine-3-carboxylic acid). Reactants: C(C)(=O)N1CCN(CC1)C1=CC=C2C(C(=CN(C2=N1)CC)C(=O)OCC)=O (ethyl 7-(4-acetyl-1-piperazinyl)-1,4-dihydro-1-ethyl-4-oxo-1,8-naphthyridine-3-carboxylate), aqueous solution, [OH-].[Na+] (sodium hydroxide). RXN SMILES: C([N:4]1[CH2:9][CH2:8][N:7]([C:10]2[N:19]=[C:18]3[C:13]([C:14](=[O:27])[C:15]([C:22]([O:24]CC)=[O:23])=[CH:16][N:17]3[CH2:20][CH3:21])=[CH:12][CH:11]=2)[CH2:6][CH2:5]1)(=O)C.[OH-].[Na+]>C(O)(=O)C>[CH2:20]([N:17]1[C:18]2[C:13](=[CH:12][CH:11]=[C:10]([N:7]3[CH2:6][CH2:5][NH:4][CH2:9][CH2:8]3)[N:19]=2)[C:14](=[O:27])[C:15]([C:22]([OH:24])=[O:23])=[CH:16]1)[CH3:21] |f:1.2|. Isolated yield 77.0%. Run in C(C)(=O)O (acetic acid). Reaction conditions: temperature 95 celsius. Starting materials: C1(CCCCC1)N(C(=O)NC=1SC(=CN1)C=O)[C@@H]1CC[C@H](CC1)C (trans-1-cyclohexyl-3-(5-formyl-thiazol-2-yl)-1-(4-methyl-cyclohexyl)-urea), Cl.C(C)S(=O)(=O)N1CCNCC1 (1-ethanesulfonyl-piperazine hydrochloride). Yields the product C1(CCCCC1)N(C(=O)NC=1SC(=CN1)CN1CCN(CC1)S(=O)(=O)CC)[C@@H]1CC[C@H](CC1)C (Trans-1-cyclohexyl-3-[5-(4-ethanesulfonyl-piperazin-1-ylmethyl)-thiazol-2-yl]-1-(4-methyl-cyclohexyl)-urea). Reaction SMILES: [CH:1]1([N:7]([C@H:18]2[CH2:23][CH2:22][C@H:21]([CH3:24])[CH2:20][CH2:19]2)[C:8]([NH:10][C:11]2[S:12][C:13]([CH:16]=O)=[CH:14][N:15]=2)=[O:9])[CH2:6][CH2:5][CH2:4][CH2:3][CH2:2]1.Cl.[CH2:26]([S:28]([N:31]1[CH2:36][CH2:35][NH:34][CH2:33][CH2:32]1)(=[O:30])=[O:29])[CH3:27]>>[CH:1]1([N:7]([C@H:18]2[CH2:23][CH2:22][C@H:21]([CH3:24])[CH2:20][CH2:19]2)[C:8]([NH:10][C:11]2[S:12][C:13]([CH2:16][N:34]3[CH2:33][CH2:32][N:31]([S:28]([CH2:26][CH3:27])(=[O:29])=[O:30])[CH2:36][CH2:35]3)=[CH:14][N:15]=2)=[O:9])[CH2:6][CH2:5][CH2:4][CH2:3][CH2:2]1 |f:1.2|. Procedure: Prepared in 60% (307 mg) yield as described in general procedure (B) from trans-1-cyclohexyl-3-(5-formyl-thiazol-2-yl)-1-(4-methyl-cyclohexyl)-urea (349 mg, 1.0 mmol) and 1-ethanesulfonyl-piperazine hydrochloride (215 mg, 1.0 mmol).